This data is from the Open Reaction Database (ORD), a public repository of structured organic reaction records. The task is: describe an organic reaction: reactants, conditions, products, and yield Product: COc1ccc(C(=O)Nc2ccccn2)cc1[N+](=O)[O-]. Reaction SMILES: [CH3:1][O:2][c:3]1[c:4]([N+:12](=[O:13])[O-:14])[cH:5][c:6]([C:7](=[O:8])[Cl:9])[cH:10][cH:11]1.[CH:22]([N:23]([CH2:24][CH3:25])[CH:26]([CH3:27])[CH3:28])([CH3:29])[CH3:30].[Cl:31][CH2:32][Cl:33].[NH2:15][c:16]1[n:17][cH:18][cH:19][cH:20][cH:21]1>>[CH3:1][O:2][c:3]1[c:4]([N+:12](=[O:13])[O-:14])[cH:5][c:6]([C:7](=[O:8])[NH:15][c:16]2[n:17][cH:18][cH:19][cH:20][cH:21]2)[cH:10][cH:11]1. Reactants: COc1ccc(C(=O)Cl)cc1[N+](=O)[O-], CCN(C(C)C)C(C)C, ClCCl, Nc1ccccn1. Starting materials: CO (MeOH), FC1(OC2=C(O1)C=CC(=C2)N)F (2,2-difluorobenzo[d][1,3]dioxol-5-amine), N1N=CC=2C1=NC=NC2C=2C(=NC=CC2)NC=2C=1C=CN=C(C1C=CC2C)Cl (N-(3-(1H-pyrazolo[3,4-d]pyrimidin-4-yl)pyridin-2-yl)-1-chloro-6-methylisoquinolin-5-amine), FC(C(=O)O)(F)F (2,2,2-trifluoroacetic acid). Run in CCN(CC)CC (Et3N), CC(C)O (i-PrOH). Reaction conditions: temperature 150 celsius. The product is N1N=CC=2C1=NC=NC2C=2C(=NC=CC2)NC=2C=1C=CN=C(C1C=CC2C)NC2=CC1=C(OC(O1)(F)F)C=C2 (N5-(3-(1H-pyrazolo[3,4-d]pyrimidin-4-yl)pyridin-2-yl)-N1-(2,2-difluorobenzo[d][1,3]dioxol-5-yl)-6-methylisoquinoline-1,5-diamine). Reaction SMILES: [F:1][C:2]1([F:12])[O:6][C:5]2[CH:7]=[CH:8][C:9]([NH2:11])=[CH:10][C:4]=2[O:3]1.[NH:13]1[C:17]2=[N:18][CH:19]=[N:20][C:21]([C:22]3[C:23]([NH:28][C:29]4[C:30]5[CH:31]=[CH:32][N:33]=[C:34](Cl)[C:35]=5[CH:36]=[CH:37][C:38]=4[CH3:39])=[N:24][CH:25]=[CH:26][CH:27]=3)=[C:16]2[CH:15]=[N:14]1.FC(F)(F)C(O)=O.CO>CC(O)C.CCN(CC)CC>[NH:13]1[C:17]2=[N:18][CH:19]=[N:20][C:21]([C:22]3[C:23]([NH:28][C:29]4[C:30]5[CH:31]=[CH:32][N:33]=[C:34]([NH:11][C:9]6[CH:8]=[CH:7][C:5]7[O:6][C:2]([F:1])([F:12])[O:3][C:4]=7[CH:10]=6)[C:35]=5[CH:36]=[CH:37][C:38]=4[CH3:39])=[N:24][CH:25]=[CH:26][CH:27]=3)=[C:16]2[CH:15]=[N:14]1. Procedure: A mixture of 2,2-difluorobenzo[d][1,3]dioxol-5-amine (64 mg, 371 mop, N-(3-(1H-pyrazolo[3,4-d]pyrimidin-4-yl)pyridin-2-yl)-1-chloro-6-methylisoquinolin-5-amine (120 mg, 309 μmol) and 2,2,2-trifluoroacetic acid (95 μl, 1238 μmol) in i-PrOH (4 ml) was heated in a microwave reactor at 150° C. for 40 min. The mixture was poured into MeOH (10 ml) and Et3N (0.25 ml) was added. Solvent was removed under vacuum and the product was purified by flash chromatography eluting with MeOH/DCM (1-5%) to give N5-... The reactants are O=C1CCC(=O)N1Br, O=C(OOC(=O)c1ccccc1)c1ccccc1, ClC(Cl)(Cl)Cl, CCOC(=O)c1sc(-c2ccc(F)cc2)nc1C. The product is CCOC(=O)c1sc(-c2ccc(F)cc2)nc1CBr. As a reaction SMILES: [Br:19][N:20]1[C:21](=[O:22])[CH2:23][CH2:24][C:25]1=[O:26].[C:27]([O:28][O:29][C:30](=[O:31])[c:32]1[cH:33][cH:34][cH:35][cH:36][cH:37]1)(=[O:38])[c:39]1[cH:40][cH:41][cH:42][cH:43][cH:44]1.[C:45]([Cl:46])([Cl:47])([Cl:48])[Cl:49].[CH2:1]([CH3:2])[O:3][C:4](=[O:5])[c:6]1[c:7]([CH3:18])[n:8][c:9](-[c:11]2[cH:12][cH:13][c:14]([F:17])[cH:15][cH:16]2)[s:10]1>>[CH2:1]([CH3:2])[O:3][C:4](=[O:5])[c:6]1[c:7]([CH2:18][Br:19])[n:8][c:9](-[c:11]2[cH:12][cH:13][c:14]([F:17])[cH:15][cH:16]2)[s:10]1. Reactants: ClC1=NC(=CC(=C1CN([C@H]1CCCC2=CC=CC=C12)C)CC)C1=C(C=CC=C1CC)CC ((S)-[2-chloro-6-(2,6-diethyl-phenyl)-4-ethyl-pyridin-3-ylmethyl]-methyl-(1,2,3,4-tetrahydro-naphthalen-1-yl)-amine), CN (MeNH2), CN1CCCC1=O (NMP), O (water). Run in CCCCCC (hexane). Run at temperature 110 celsius. Yields the product C(C)C1=C(C(=CC=C1)CC)C1=CC(=C(C(=N1)NC)CN([C@H]1CCCC2=CC=CC=C12)C)CC ((S)-(6-(2,6-Diethyl-phenyl)-4-ethyl-3-{[methyl-(1,2,3,4-tetrahydro-naphthalen-1-yl)-amino]-methyl}-pyridin-2-yl)-methyl-amine). Reaction SMILES: Cl[C:2]1[C:7]([CH2:8][N:9]([CH3:20])[C@@H:10]2[C:19]3[C:14](=[CH:15][CH:16]=[CH:17][CH:18]=3)[CH2:13][CH2:12][CH2:11]2)=[C:6]([CH2:21][CH3:22])[CH:5]=[C:4]([C:23]2[C:28]([CH2:29][CH3:30])=[CH:27][CH:26]=[CH:25][C:24]=2[CH2:31][CH3:32])[N:3]=1.CN.[CH3:35][N:36]1C(=O)CCC1.O>CCCCCC>[CH2:31]([C:24]1[CH:25]=[CH:26][CH:27]=[C:28]([CH2:29][CH3:30])[C:23]=1[C:4]1[N:3]=[C:2]([NH:36][CH3:35])[C:7]([CH2:8][N:9]([CH3:20])[C@@H:10]2[C:19]3[C:14](=[CH:15][CH:16]=[CH:17][CH:18]=3)[CH2:13][CH2:12][CH2:11]2)=[C:6]([CH2:21][CH3:22])[CH:5]=1)[CH3:32]. Reported procedure: A mixture of (S)-[2-chloro-6-(2,6-diethyl-phenyl)-4-ethyl-pyridin-3-ylmethyl]-methyl-(1,2,3,4-tetrahydro-naphthalen-1-yl)-amine (50 mg), anhydrous MeNH2 (2 mL) and NMP (3 mL) is heated in a sealed tube at 110° C. overnight. On cooling, water (10 mL) and hexane (20 mL) are added and the organic layer is separated. The organic layer is washed with brine, dried and concentrated. The residue is purified by PTLC (8:1 Hexane/EtOAc) to give the desired product. 1H NMR (CDCl3) 7.45 (d, 1H), 7.10-7.26 (m... Starting materials: C(=O)(C(=O)OCC)Cl (Ethoxalyl chloride), C(C)NNC(=S)N (1-ethyl-thiosemicarbazide). Run in CC(=O)C (acetone). Reaction conditions: time 1 hour. Product: C(C)N(NC(=S)N)C(=O)C(=O)OCC (1-ethyl-1-ethoxalyl-thiosemicarbazide). RXN SMILES: [C:1](Cl)([C:3]([O:5][CH2:6][CH3:7])=[O:4])=[O:2].[CH2:9]([NH:11][NH:12][C:13]([NH2:15])=[S:14])[CH3:10]>CC(C)=O>[CH2:9]([N:11]([C:1]([C:3]([O:5][CH2:6][CH3:7])=[O:4])=[O:2])[NH:12][C:13]([NH2:15])=[S:14])[CH3:10]. Procedure: Ethoxalyl chloride (10.6 cc) is added dropwise, in the course of 10 minutes, to a solution, at 20° C., of 1-ethyl-thiosemicarbazide (11.9 g) in acetone (200 cc). The temperature rises to 43° C., the mixture is stirred for 1 hour without heating and is concentrated to dryness at 20° C. under 20 mm Hg (2.7 kPa), the residue is taken up in methanol (30 cc) and the crystallisation is started. After filtration and drying, 1-ethyl-1-ethoxalyl-thiosemicarbazide (13.2 g) is obtained in the form of a whi... Reactants: CCOC(C)=O, O=C(O)C1CCN(c2sc(S(=O)(=O)N3CCCCC3)cc2[N+](=O)[O-])CC1, O, Cl[Sn]Cl. The product is Nc1cc(S(=O)(=O)N2CCCCC2)sc1N1CCC(C(=O)O)CC1. RXN SMILES: [CH3:31][CH2:32][O:33][C:34](=[O:35])[CH3:36].[N+:1]([O-:2])(=[O:3])[c:4]1[c:5]([N:18]2[CH2:19][CH2:20][CH:21]([C:24](=[O:25])[OH:26])[CH2:22][CH2:23]2)[s:6][c:7]([S:9](=[O:10])(=[O:11])[N:12]2[CH2:13][CH2:14][CH2:15][CH2:16][CH2:17]2)[cH:8]1.[OH2:30].[Sn:27]([Cl:28])[Cl:29]>>[NH2:1][c:4]1[c:5]([N:18]2[CH2:19][CH2:20][CH:21]([C:24](=[O:25])[OH:26])[CH2:22][CH2:23]2)[s:6][c:7]([S:9](=[O:10])(=[O:11])[N:12]2[CH2:13][CH2:14][CH2:15][CH2:16][CH2:17]2)[cH:8]1. Reactants: CCOC(=O)C(F)(F)Br, CCOC(C)=O, Fc1ccc(I)cc1, CN(C)C=O. Reaction SMILES: [CH2:9]([CH3:10])[O:11][C:12]([C:13]([F:14])([F:15])[Br:16])=[O:17].[CH3:18][CH2:19][O:20][C:21](=[O:22])[CH3:23].[F:1][c:2]1[cH:3][cH:4][c:5]([I:8])[cH:6][cH:7]1.[O:24]=[CH:25][N:26]([CH3:27])[CH3:28]>>[F:1][c:2]1[cH:3][cH:4][c:5]([C:13]([C:12]([O:11][CH2:9][CH3:10])=[O:17])([F:14])[F:15])[cH:6][cH:7]1. Product: CCOC(=O)C(F)(F)c1ccc(F)cc1. Reactants: CO, CN(C)C=O, ClCCN1CCOCC1, ClCCl, [H-], Nc1noc2ccccc12, [Na+]. Yields the product c1ccc2c(NCCN3CCOCC3)noc2c1. RXN SMILES: [CH3:22][OH:23].[CH3:27][N:28]([CH3:29])[CH:30]=[O:31].[Cl:13][CH2:14][CH2:15][N:16]1[CH2:17][CH2:18][O:19][CH2:20][CH2:21]1.[Cl:24][CH2:25][Cl:26].[H-:11].[NH2:1][c:2]1[n:3][o:4][c:5]2[c:6]1[cH:7][cH:8][cH:9][cH:10]2.[Na+:12]>>[NH:1]([c:2]1[n:3][o:4][c:5]2[c:6]1[cH:7][cH:8][cH:9][cH:10]2)[CH2:14][CH2:15][N:16]1[CH2:17][CH2:18][O:19][CH2:20][CH2:21]1.